This data is from the Open Reaction Database (ORD), a public repository of structured organic reaction records. The task is: describe an organic reaction: reactants, conditions, products, and yield Reactants: C(#N)C1=CC=C(C(=O)O)C=C1 (4-cyano-benzoic acid), FC(C1=CC(=C(C=C1)N)N)(F)F (4-trifluoromethyl-o-phenylenediamine). The product is NCC1=CC=C(C(=O)NC2=C(C=C(C=C2)C(F)(F)F)N)C=C1 (4-(aminomethyl)-N-(2-amino-4-trifluoromethylphenyl)benzamide). Yield: 31.5%. Reaction SMILES: [C:1]([C:3]1[CH:11]=[CH:10][C:6]([C:7]([OH:9])=O)=[CH:5][CH:4]=1)#[N:2].[F:12][C:13]([F:23])([F:22])[C:14]1[CH:19]=[CH:18][C:17]([NH2:20])=[C:16]([NH2:21])[CH:15]=1>>[NH2:2][CH2:1][C:3]1[CH:4]=[CH:5][C:6]([C:7]([NH:20][C:17]2[CH:18]=[CH:19][C:14]([C:13]([F:12])([F:22])[F:23])=[CH:15][C:16]=2[NH2:21])=[O:9])=[CH:10][CH:11]=1. Procedure: The title compound (195 mg, 63% yield) was prepared as a grey solid from 4-cyano-benzoic acid (294 mg, 2 mmol) and 4-trifluoromethyl-o-phenylenediamine (422 mg, 2.4 mmol) by an analogous procedure to that described in example 8. LC-MS (m/z) 310 (M+1). Reactants: C(C)(C)(C)OC(N[C@](COP(=O)(OC(C)(C)C)OC(C)(C)C)(C)C1=CC2=CC=C(C(=C2C=C1)C(F)(F)F)OC1CCC(CC1)C1CCCC1)=O ([(R)-1-[6-(4-Cyclopentyl-cyclohexyloxy)-5-trifluoromethyl-naphthalen-2-yl]-2-(di-tert-butoxy-phosphoryloxy)-1-methyl-ethyl]-carbamic acid tert-butyl ester), Cl (hydrogen chloride), O (water), C(C)(=O)O (acetic acid). Reaction conditions: time 1.5 hour. Yields the product N[C@](COP(O)(O)=O)(C)C1=CC2=CC=C(C(=C2C=C1)C(F)(F)F)OC1CCC(CC1)C1CCCC1 (Phosphoric acid mono-{(R)-2-amino-2-[6-(4-cyclopentyl-cyclohexyloxy)-5-trifluoromethyl-naphthalen-2-yl]-propyl}ester). Yield: 103.5%. As a reaction SMILES: C(OC(=O)[NH:7][C@@:8]([C:24]1[CH:33]=[CH:32][C:31]2[C:26](=[CH:27][CH:28]=[C:29]([O:38][CH:39]3[CH2:44][CH2:43][CH:42]([CH:45]4[CH2:49][CH2:48][CH2:47][CH2:46]4)[CH2:41][CH2:40]3)[C:30]=2[C:34]([F:37])([F:36])[F:35])[CH:25]=1)([CH3:23])[CH2:9][O:10][P:11]([O:18]C(C)(C)C)([O:13]C(C)(C)C)=[O:12])(C)(C)C.Cl.O.C(O)(=O)C>>[NH2:7][C@@:8]([C:24]1[CH:33]=[CH:32][C:31]2[C:26](=[CH:27][CH:28]=[C:29]([O:38][CH:39]3[CH2:44][CH2:43][CH:42]([CH:45]4[CH2:49][CH2:48][CH2:47][CH2:46]4)[CH2:41][CH2:40]3)[C:30]=2[C:34]([F:35])([F:36])[F:37])[CH:25]=1)([CH3:23])[CH2:9][O:10][P:11](=[O:12])([OH:13])[OH:18]. Procedure: [(R)-1-[6-(4-Cyclopentyl-cyclohexyloxy)-5-trifluoromethyl-naphthalen-2-yl]-2-(di-tert-butoxy-phosphoryloxy)-1-methyl-ethyl]-carbamic acid tert-butyl ester (11 mg, 0.000015 mol) was added 12 M of hydrogen chloride in water (1 mL, 0.01 mol; Supplier=Aldrich) and acetic acid (1 mL, 0.02 mol) and the solution was stirred for 1.5 h at RT. All solvent was then removed inder reduced pressure and the residue was dried on high-vac over night to give the desired product 8 mg was a white HCl salt (98%). ES... As a reaction SMILES: [CH2:1]([O:8][C:9]([N:11]1[CH2:16][CH2:15][N:14]([C:17]2[CH:25]=[C:24]([Br:26])[CH:23]=[CH:22][C:18]=2[C:19](O)=[O:20])[CH2:13][CH2:12]1)=[O:10])[C:2]1[CH:7]=[CH:6][CH:5]=[CH:4][CH:3]=1.B.C1COCC1>C1COCC1>[Br:26][C:24]1[CH:23]=[CH:22][C:18]([CH2:19][OH:20])=[C:17]([N:14]2[CH2:15][CH2:16][N:11]([C:9]([O:8][CH2:1][C:2]3[CH:3]=[CH:4][CH:5]=[CH:6][CH:7]=3)=[O:10])[CH2:12][CH2:13]2)[CH:25]=1 |f:1.2|. Run in C1CCOC1 (THF). Reactants: C(C1=CC=CC=C1)OC(=O)N1CCN(CC1)C1=C(C(=O)O)C=CC(=C1)Br (2-(4-((benzyloxy) carbonyl)piperazin-1-yl)-4-bromobenzoic acid), B.C1CCOC1 (BH3/THF). Yields the product BrC=1C=CC(=C(C1)N1CCN(CC1)C(=O)OCC1=CC=CC=C1)CO (benzyl 4-(5-bromo-2-(hydroxymethyl)phenyl)piperazine-1-carboxylate). Reported procedure: To a mixture of 2-(4-((benzyloxy) carbonyl)piperazin-1-yl)-4-bromobenzoic acid (2 g, 9.1 mmol) in THF (20 mL) was added dropwise BH3/THF (1.0 M, 40 mL) at 0° C. The mixture was refluxed for 2 h, then cooled to RT, quenched with H2O, and extracted with ethyl acetate, 3 N HCl, brine, then dried over Na2SO4, filtered and concentrated. Purification by normal phase silica gel (ethyl acetate/hexanes) provided benzyl 4-(5-bromo-2-(hydroxymethyl)phenyl)piperazine-1-carboxylate as a white solid. Starting materials: CCO, COc1ccc2ccc3c(c2c1)C=C(C(=O)O)CO3, CN(C)C=O. The product is COc1ccc2ccc3c(c2c1)CC(C(=O)O)CO3. As a reaction SMILES: [CH2:25]([OH:26])[CH3:27].[CH3:1][O:2][c:3]1[cH:4][cH:5][c:6]2[c:7]([c:8]3[c:13]([cH:14][cH:15]2)[O:12][CH2:11][C:10]([C:16](=[O:17])[OH:18])=[CH:9]3)[cH:19]1.[CH3:20][N:21]([CH3:22])[CH:23]=[O:24]>>[CH3:1][O:2][c:3]1[cH:4][cH:5][c:6]2[c:7]([c:8]3[c:13]([cH:14][cH:15]2)[O:12][CH2:11][CH:10]([C:16](=[O:17])[OH:18])[CH2:9]3)[cH:19]1. Starting materials: ClC1=C(C(=O)O)C=CC=C1[N+](=O)[O-] (2-chloro-3-nitrobenzoic acid), B(F)(F)F.CCOCC (BF3.Et2O), C(Cl)Cl (DCM), [BH4-].[Na+] (NaBH4). Solvent: C1CCOC1 (THF), CO (MeOH), C1CCOC1 (THF), C1CCOC1 (THF). Reaction conditions: time 10 minute. The product is ClC1=C(C=CC=C1[N+](=O)[O-])CO ((2-chloro-3-nitrophenyl)methanol). The yield is 96.4%. As a reaction SMILES: [BH4-].[Na+].[Cl:3][C:4]1[C:12]([N+:13]([O-:15])=[O:14])=[CH:11][CH:10]=[CH:9][C:5]=1[C:6](O)=[O:7].B(F)(F)F.CCOCC.C(Cl)Cl>C1COCC1.CO>[Cl:3][C:4]1[C:12]([N+:13]([O-:15])=[O:14])=[CH:11][CH:10]=[CH:9][C:5]=1[CH2:6][OH:7] |f:0.1,3.4|. Reported procedure: A 500-mL 3-necked round-bottom flask was charged with a solution of NaBH4 (4 g, 105.26 mmol, 2.10 equiv) in THF (100 mL). To this was added a solution of 2-chloro-3-nitrobenzoic acid (10 g, 49.75 mmol) in THF (100 mL) at 0° C. After 10 minutes, BF3.Et2O (15 mL) in THF (50 mL) was added dropwise over 10 minutes. The resulting solution was stirred at room temperature overnight. The reaction progress was monitored by TLC (DCM: MeOH=5:1). Upon completion, the reaction was quenched with water (500 mL... The reactants are O=c1[nH]c2cc(Br)ccc2c2c1CCC2, C1COCCN1, [Li]CCCC, CCCCCC, C[Si](C)(C)N[Si](C)(C)C, Cc1ccccc1, CCOC(C)=O, Cl[Pd]Cl, Cc1ccccc1P(c1ccccc1C)c1ccccc1C. Product: O=c1[nH]c2cc(N3CCOCC3)ccc2c2c1CCC2. As a reaction SMILES: [Br:21][c:22]1[cH:23][cH:24][c:25]2[c:26]3[c:27]([c:28](=[O:32])[nH:29][c:30]2[cH:31]1)[CH2:33][CH2:34][CH2:35]3.[CH2:36]1[CH2:37][O:38][CH2:39][CH2:40][NH:41]1.[CH3:10][CH2:11][CH2:12][CH2:13][Li:14].[CH3:15][CH2:16][CH2:17][CH2:18][CH2:19][CH3:20].[CH3:1][Si:2]([CH3:3])([CH3:4])[NH:5][Si:6]([CH3:7])([CH3:8])[CH3:9].[CH3:64][c:65]1[cH:66][cH:67][cH:68][cH:69][cH:70]1.[CH3:71][CH2:72][O:73][C:74](=[O:75])[CH3:76].[Pd:77]([Cl:78])[Cl:79].[c:42]1([CH3:43])[cH:44][cH:45][cH:46][cH:47][c:48]1[P:49]([c:50]1[cH:51][cH:52][cH:53][cH:54][c:55]1[CH3:56])[c:57]1[cH:58][cH:59][cH:60][cH:61][c:62]1[CH3:63]>>[c:22]1([N:41]2[CH2:36][CH2:37][O:38][CH2:39][CH2:40]2)[cH:23][cH:24][c:25]2[c:26]3[c:27]([c:28](=[O:32])[nH:29][c:30]2[cH:31]1)[CH2:33][CH2:34][CH2:35]3. Reactants: C(C)OC(=O)C=1C(=NN(C1)C(C)C)O (3-Hydroxy-1-isopropylpyrazole-4-carboxylic acid ethyl ester), BrN1C(CCC1=O)=O (N-bromosuccinimide). Solvent: ClCCl (dichloromethane). Conditions: time 6 hour. Product: C(C)OC(=O)C=1C(=NN(C1Br)C(C)C)O (5-Bromo-3-hydroxy-1-isopropylpyrazole-4-carboxylic acid ethyl ester). Isolated yield 40.2%. As a reaction SMILES: [CH2:1]([O:3][C:4]([C:6]1[C:7]([OH:14])=[N:8][N:9]([CH:11]([CH3:13])[CH3:12])[CH:10]=1)=[O:5])[CH3:2].[Br:15]N1C(=O)CCC1=O>ClCCl>[CH2:1]([O:3][C:4]([C:6]1[C:7]([OH:14])=[N:8][N:9]([CH:11]([CH3:13])[CH3:12])[C:10]=1[Br:15])=[O:5])[CH3:2]. Reported procedure: 3-Hydroxy-1-isopropylpyrazole-4-carboxylic acid ethyl ester (10.5 g) was dissolved in dichloromethane (100 mL), and N-bromosuccinimide (14.1 g) was added to the solution under ice cooling. The mixture was stirred at room temperature for 6 hours. The solvent was removed under reduced pressure, and the obtained residue was purified by column chromatography on silica gel (eluent: ethyl acetate/hexane=1/5) to give the title compound (5.9 g) Reactants: FC1=C2C=CNC2=C(C(=C1F)F)F (4,5,6,7-tetrafluoroindole), O.O=[Al]O[Al]=O.O=[Si]=O (Benclay). The solvent is CC=1C=CC=CC1C (o-xylene), CC=1C=CC=CC1C (o-xylene). Conditions: temperature 100 celsius, time 15 minute. Product: N1C=CC2=CC=CC=C12 (Indole). The yield is 90.0%. RXN SMILES: O.O=[Al]O[Al]=O.O=[Si]=O.F[C:11]1[C:19](F)=[C:18](F)[C:17](F)=[C:16]2[C:12]=1[CH:13]=[CH:14][NH:15]2>CC1C=CC=CC=1C>[NH:15]1[C:16]2[C:12](=[CH:11][CH:19]=[CH:18][CH:17]=2)[CH:13]=[CH:14]1 |f:0.1.2|. Reported procedure: In the drybox, to a 250 ml round bottom flask was added the TEAL-treated Benclay (10.390 g, as described in 1-2) and 100 mL of anhydrous o-xylene. To the stirred slurry was added an o-xylene solution of 4,5,6,7-tetrafluoroindole (1.891 g, 0.010 mole). After stirring for 15 minutes, the stirring was stopped and the reaction mixture was heated to 100° C. During this time, the reaction mixture was stirred periodically for 1-2 minutes every 15-20 minutes. After the first 30 minutes at 100° C., the c... The reactants are Cc1ccc(N(CC(=O)O)S(=O)(=O)c2ccc(C(C)C)cn2)cc1, OCCNCc1ccccn1. Yields the product Cc1ccc(N(CC(=O)N(CCO)Cc2ccccn2)S(=O)(=O)c2ccc(C(C)C)cn2)cc1. RXN SMILES: [CH:1]([CH3:2])([CH3:3])[c:4]1[cH:5][cH:6][c:7]([S:10](=[O:11])(=[O:12])[N:13]([c:14]2[cH:15][cH:16][c:17]([CH3:20])[cH:18][cH:19]2)[CH2:21][C:22](=[O:23])[OH:24])[n:8][cH:9]1.[n:25]1[c:26]([CH2:31][NH:32][CH2:33][CH2:34][OH:35])[cH:27][cH:28][cH:29][cH:30]1>>[CH:1]([CH3:2])([CH3:3])[c:4]1[cH:5][cH:6][c:7]([S:10](=[O:11])(=[O:12])[N:13]([c:14]2[cH:15][cH:16][c:17]([CH3:20])[cH:18][cH:19]2)[CH2:21][C:22](=[O:24])[N:32]([CH2:31][c:26]2[n:25][cH:30][cH:29][cH:28][cH:27]2)[CH2:33][CH2:34][OH:35])[n:8][cH:9]1. Starting materials: ClC1=NC=CC(=C1)C(F)(F)F (2-chloro-4-trifluoromethylpyridine), OO (hydrogen peroxide), C(=O)([O-])[O-].[Na+].[Na+] (Na2CO3). The solvent is FC(C(=O)O)(F)F (trifluoroacetic acid). Reaction conditions: temperature 50 celsius. Yields the product ClC1=[N+](C=CC(=C1)C(F)(F)F)[O-] (2-chloro-4-trifluoromethylpyridine N-oxide). Reaction SMILES: [Cl:1][C:2]1[CH:7]=[C:6]([C:8]([F:11])([F:10])[F:9])[CH:5]=[CH:4][N:3]=1.OO.C([O-])([O-])=[O:15].[Na+].[Na+]>FC(F)(F)C(O)=O>[Cl:1][C:2]1[CH:7]=[C:6]([C:8]([F:9])([F:10])[F:11])[CH:5]=[CH:4][N+:3]=1[O-:15] |f:2.3.4|. Procedure details: To a solution of 2-chloro-4-trifluoromethylpyridine (1.81 g, 10 mmol) in trifluoroacetic acid (12 mL) was added 30% hydrogen peroxide (8 mL), and the mixture was stirred at 50° C. over a weekend. The reaction mixture was poured into ice-cold water, neutralized with solid Na2CO3 with stirring, and extracted with ethyl acetate three times. The combined organic layer was dried over anhydrous Na2SO4, filtered, concentrated, and dried to give 1.67 g of analytically pure 2-chloro-4-trifluoromethylpyri...